This data is from the Open Reaction Database (ORD), a public repository of structured organic reaction records. The task is: describe an organic reaction: reactants, conditions, products, and yield Starting materials: C(C1=CC=CC=C1)OC1=NN(C=C1/C=C/C(=O)OCC)C1=CC=CC=C1 (ethyl (E)-3-(3-benzyloxy-1-phenyl-1H-pyrazol-4-yl)propenoate). Reagents/catalysts: [C].[Pd] (palladium-carbon). Run in O1CCCC1 (tetrahydrofuran). Run at time 3 hour. Yields the product C(C1=CC=CC=C1)OC1=NN(C=C1CCC(=O)OCC)C1=CC=CC=C1 (ethyl 3-(3-benzyloxy-1-phenyl-1H-pyrazol-4-yl)propionate). Isolated yield 65.5%. Reaction SMILES: [CH2:1]([O:8][C:9]1[C:13](/[CH:14]=[CH:15]/[C:16]([O:18][CH2:19][CH3:20])=[O:17])=[CH:12][N:11]([C:21]2[CH:26]=[CH:25][CH:24]=[CH:23][CH:22]=2)[N:10]=1)[C:2]1[CH:7]=[CH:6][CH:5]=[CH:4][CH:3]=1>[C].[Pd].O1CCCC1>[CH2:1]([O:8][C:9]1[C:13]([CH2:14][CH2:15][C:16]([O:18][CH2:19][CH3:20])=[O:17])=[CH:12][N:11]([C:21]2[CH:22]=[CH:23][CH:24]=[CH:25][CH:26]=2)[N:10]=1)[C:2]1[CH:3]=[CH:4][CH:5]=[CH:6][CH:7]=1 |f:1.2|. Procedure: A mixture of ethyl (E)-3-(3-benzyloxy-1-phenyl-1H-pyrazol-4-yl)propenoate (2.70 g), 5% palladium-carbon (3.00 g) and tetrahydrofuran (100 ml) was stirred under a hydrogen atmosphere at room temperature for 3 hrs. Palladium-carbon was filtered off and the filtrate was concentrated. The obtained crystals were collected by filtration to give ethyl 3-(3-benzyloxy-1-phenyl-1H-pyrazol-4-yl)propionate (1.78 g, yield 89%), which was then recrystallized from ethyl acetate-hexane. melting point: 123–124° ...